This data is from the Open Reaction Database (ORD), a public repository of structured organic reaction records. The task is: describe an organic reaction: reactants, conditions, products, and yield Reactants: CN(C)C=O, CCOCC, O=C1CCC(=O)N1Cl, CNC(Cc1ccccc1N)c1sccc1C. Product: CNC(Cc1cc(Cl)ccc1N)c1sccc1C. RXN SMILES: [CH3:26][N:27]([CH3:28])[CH:29]=[O:30].[CH3:31][CH2:32][O:33][CH2:34][CH3:35].[Cl:18][N:19]1[C:20](=[O:21])[CH2:22][CH2:23][C:24]1=[O:25].[NH2:1][c:2]1[c:3]([CH2:8][CH:9]([NH:10][CH3:11])[c:12]2[s:13][cH:14][cH:15][c:16]2[CH3:17])[cH:4][cH:5][cH:6][cH:7]1>>[NH2:1][c:2]1[c:3]([CH2:8][CH:9]([NH:10][CH3:11])[c:12]2[s:13][cH:14][cH:15][c:16]2[CH3:17])[cH:4][c:5]([Cl:18])[cH:6][cH:7]1. Starting materials: CCO, [Na+], C1CCOC1, [OH-], Cc1cccc(C(=CC(C)C)c2cc3cccnc3n2S(=O)(=O)c2ccccc2)c1. Product: Cc1cccc(C(=CC(C)C)c2cc3cccnc3[nH]2)c1. RXN SMILES: [CH3:33][CH2:34][OH:35].[Na+:32].[O:36]1[CH2:37][CH2:38][CH2:39][CH2:40]1.[OH-:31].[c:1]1([S:2](=[O:3])(=[O:4])[n:10]2[c:11]([C:19](=[CH:20][CH:21]([CH3:22])[CH3:23])[c:24]3[cH:25][c:26]([CH3:30])[cH:27][cH:28][cH:29]3)[cH:12][c:13]3[c:14]2[n:15][cH:16][cH:17][cH:18]3)[cH:5][cH:6][cH:7][cH:8][cH:9]1>>[nH:10]1[c:11]([C:19](=[CH:20][CH:21]([CH3:22])[CH3:23])[c:24]2[cH:25][c:26]([CH3:30])[cH:27][cH:28][cH:29]2)[cH:12][c:13]2[c:14]1[n:15][cH:16][cH:17][cH:18]2. Starting materials: CC(C)=O, Cl, [K+], O=[Mn](=O)(=O)[O-], CC(C)(C=O)c1ccc(C(=O)CCCN2CCC(C(O)(c3ccccc3)c3ccccc3)CC2)cc1. The product is Cl, CC(C)(C(=O)O)c1ccc(C(=O)CCCN2CCC(C(O)(c3ccccc3)c3ccccc3)CC2)cc1. As a reaction SMILES: [CH3:44][C:45](=[O:46])[CH3:47].[ClH:37].[K+:43].[Mn:38](=[O:39])([O-:40])(=[O:41])=[O:42].[OH:1][C:2]([CH:3]1[CH2:4][CH2:5][N:6]([CH2:9][CH2:10][CH2:11][C:12](=[O:13])[c:14]2[cH:15][cH:16][c:17]([C:20]([CH:21]=[O:22])([CH3:23])[CH3:24])[cH:18][cH:19]2)[CH2:7][CH2:8]1)([c:25]1[cH:26][cH:27][cH:28][cH:29][cH:30]1)[c:31]1[cH:32][cH:33][cH:34][cH:35][cH:36]1>>[ClH:37].[OH:1][C:2]([CH:3]1[CH2:4][CH2:5][N:6]([CH2:9][CH2:10][CH2:11][C:12](=[O:13])[c:14]2[cH:15][cH:16][c:17]([C:20]([C:21](=[O:22])[OH:39])([CH3:23])[CH3:24])[cH:18][cH:19]2)[CH2:7][CH2:8]1)([c:25]1[cH:26][cH:27][cH:28][cH:29][cH:30]1)[c:31]1[cH:32][cH:33][cH:34][cH:35][cH:36]1. Reactants: O=C(n1ccnc1)n1ccnc1, NOCc1ccccc1, CCOC(C)=O, CCN(C(C)C)C(C)C, CCOC(=O)c1coc(C(CCCC2CCCCC2)CC(=O)O)n1, Cl, O=C(O)C(F)(F)F, C1CCOC1. The product is CCOC(=O)c1coc(C(CCCC2CCCCC2)CC(=O)NOCc2ccccc2)n1. Reaction SMILES: [C:32]([n:33]1[cH:34][cH:35][n:36][cH:37]1)([n:38]1[cH:39][cH:40][n:41][cH:42]1)=[O:43].[CH2:45]([c:46]1[cH:47][cH:48][cH:49][cH:50][cH:51]1)[O:52][NH2:53].[CH3:68][CH2:69][O:70][C:71](=[O:72])[CH3:73].[CH:54]([N:55]([CH2:56][CH3:57])[CH:58]([CH3:59])[CH3:60])([CH3:61])[CH3:62].[CH:8]1([CH2:14][CH2:15][CH2:16][CH:17]([CH2:18][C:19](=[O:20])[OH:21])[c:22]2[o:23][cH:24][c:25]([C:27](=[O:28])[O:29][CH2:30][CH3:31])[n:26]2)[CH2:9][CH2:10][CH2:11][CH2:12][CH2:13]1.[ClH:44].[F:1][C:2]([F:3])([F:4])[C:5]([OH:6])=[O:7].[O:63]1[CH2:64][CH2:65][CH2:66][CH2:67]1>>[CH:8]1([CH2:14][CH2:15][CH2:16][CH:17]([CH2:18][C:19](=[O:21])[NH:53][O:52][CH2:45][c:46]2[cH:47][cH:48][cH:49][cH:50][cH:51]2)[c:22]2[o:23][cH:24][c:25]([C:27](=[O:28])[O:29][CH2:30][CH3:31])[n:26]2)[CH2:9][CH2:10][CH2:11][CH2:12][CH2:13]1. Reactants: Cl (hydrochloric acid), ClC=1C(=CC(=C(C1)O)OCC1=C(C(=CC=C1OC)F)F)[N+](=O)[O-] (5-chloro-2-(2,3-difluoro-6-methoxybenzyloxy)-4-nitrophenol), C(C)(C)N(C(C)C)CC (N,N-diisopropylethylamine), ClCOC ((chloromethyl)methyl ether). The solvent is C(Cl)Cl (methylene chloride). Conditions: time 3 day. Yields the product ClC1=C(N)C=C(C(=C1)OCOC)OCC1=C(C(=CC=C1OC)F)F (2-Chloro-5-(2,3-difluoro-6-methoxybenzyloxy)-4-methoxymethyloxyaniline). As a reaction SMILES: [Cl:1][C:2]1[C:3]([N+:21]([O-])=O)=[CH:4][C:5]([O:9][CH2:10][C:11]2[C:16]([O:17][CH3:18])=[CH:15][CH:14]=[C:13]([F:19])[C:12]=2[F:20])=[C:6]([OH:8])[CH:7]=1.C(N(CC)C(C)C)(C)C.Cl[CH2:34][O:35][CH3:36].Cl>C(Cl)Cl>[Cl:1][C:2]1[CH:7]=[C:6]([O:8][CH2:34][O:35][CH3:36])[C:5]([O:9][CH2:10][C:11]2[C:16]([O:17][CH3:18])=[CH:15][CH:14]=[C:13]([F:19])[C:12]=2[F:20])=[CH:4][C:3]=1[NH2:21]. Reported procedure: To a solution of 5-chloro-2-(2,3-difluoro-6-methoxybenzyloxy)-4-nitrophenol (0.52 g) and N,N-diisopropylethylamine (0.52 mL) in methylene chloride (5 mL) was added (chloromethyl)methyl ether (0.17 mL) under ice-cooling, and the mixture was stirred at room temperature for 3 days. The reaction mixture was poured into 1 mol/L hydrochloric acid, and the resulting mixture was extracted with ethyl acetate. The extract was washed with water and brine, and dried over anhydrous sodium sulfate. The solven... Reactants: C1CCOC1, O=[N+]([O-])c1cc(O)c(F)cc1C(F)(F)F, [H][H]. Product: Nc1cc(O)c(F)cc1C(F)(F)F. RXN SMILES: [CH2:18]1[O:19][CH2:20][CH2:21][CH2:22]1.[F:1][c:2]1[c:3]([OH:15])[cH:4][c:5]([N+:12]([O-:13])=[O:14])[c:6]([C:8]([F:9])([F:10])[F:11])[cH:7]1.[H:16][H:17]>>[F:1][c:2]1[c:3]([OH:15])[cH:4][c:5]([NH2:12])[c:6]([C:8]([F:9])([F:10])[F:11])[cH:7]1. Reactants: CS(=O)(=O)O, Cl, Cl, CC(COC(=O)C(N)Cc1ccc(O)c(O)c1)OC(=O)c1ccccc1, [Na+], O=C([O-])O. Product: CS(=O)(=O)O, CC(COC(=O)C(N)Cc1ccc(O)c(O)c1)OC(=O)c1ccccc1. RXN SMILES: [CH3:34][S:35]([OH:36])(=[O:37])=[O:38].[ClH:1].[ClH:2].[NH2:3][CH:4]([C:5](=[O:6])[O:7][CH2:8][CH:9]([CH3:10])[O:11][C:12](=[O:13])[c:14]1[cH:15][cH:16][cH:17][cH:18][cH:19]1)[CH2:20][c:21]1[cH:22][c:23]([OH:28])[c:24]([OH:27])[cH:25][cH:26]1.[Na+:33].[O-:29][C:30]([OH:31])=[O:32]>>[CH3:34][S:35](=[O:36])(=[O:37])[OH:38].[NH2:3][CH:4]([C:5](=[O:6])[O:7][CH2:8][CH:9]([CH3:10])[O:11][C:12](=[O:13])[c:14]1[cH:15][cH:16][cH:17][cH:18][cH:19]1)[CH2:20][c:21]1[cH:22][c:23]([OH:28])[c:24]([OH:27])[cH:25][cH:26]1. Yields the product Cc1ccc([N+](=O)[O-])cc1Nc1cccc(Br)c1. RXN SMILES: [Br:1][c:2]1[cH:3][c:4]([I:8])[cH:5][cH:6][cH:7]1.[C:66](=[O:67])([O-:68])[O-:69].[CH3:128][c:129]1[cH:130][cH:131][cH:132][cH:133][cH:134]1.[CH3:9][c:10]1[c:11]([NH2:12])[cH:13][c:14]([N+:17](=[O:18])[O-:19])[cH:15][cH:16]1.[Cs+:70].[Cs+:71].[O:110]=[C:111]([CH:112]=[CH:113][c:114]1[cH:115][cH:116][cH:117][cH:118][cH:119]1)[CH:120]=[CH:121][c:122]1[cH:123][cH:124][cH:125][cH:126][cH:127]1.[O:74]=[C:75]([CH:76]=[CH:77][c:78]1[cH:79][cH:80][cH:81][cH:82][cH:83]1)[CH:84]=[CH:85][c:86]1[cH:87][cH:88][cH:89][cH:90][cH:91]1.[O:92]=[C:93]([CH:94]=[CH:95][c:96]1[cH:97][cH:98][cH:99][cH:100][cH:101]1)[CH:102]=[CH:103][c:104]1[cH:105][cH:106][cH:107][cH:108][cH:109]1.[Pd:72].[Pd:73].[c:20]1([P:21]([c:22]2[cH:23][cH:24][cH:25][cH:26][cH:27]2)[c:28]2[cH:29][cH:30][c:31]3[c:32]([cH:33][cH:34][cH:35][cH:36]3)[c:37]2-[c:38]2[c:39]3[c:40]([cH:41][cH:42][cH:43][cH:44]3)[cH:45][cH:46][c:47]2[P:48]([c:49]2[cH:50][cH:51][cH:52][cH:53][cH:54]2)[c:55]2[cH:56][cH:57][cH:58][cH:59][cH:60]2)[cH:61][cH:62][cH:63][cH:64][cH:65]1>>[Br:1][c:2]1[cH:3][c:4]([NH:12][c:11]2[c:10]([CH3:9])[cH:16][cH:15][c:14]([N+:17](=[O:18])[O-:19])[cH:13]2)[cH:5][cH:6][cH:7]1. The reactants are Brc1cccc(I)c1, O=C([O-])[O-], Cc1ccccc1, Cc1ccc([N+](=O)[O-])cc1N, [Cs+], [Cs+], O=C(C=Cc1ccccc1)C=Cc1ccccc1, O=C(C=Cc1ccccc1)C=Cc1ccccc1, O=C(C=Cc1ccccc1)C=Cc1ccccc1, [Pd], [Pd], c1ccc(P(c2ccccc2)c2ccc3ccccc3c2-c2c(P(c3ccccc3)c3ccccc3)ccc3ccccc23)cc1. Starting materials: O1C2COC=3C=CC=CC3C21 (1a,7b-dihydro-2H-oxireno[c]chromene), N1CCC(CC1)NC(OC(C)(C)C)=O (tert-butyl piperidin-4-ylcarbamate). The solvent is C(C)#N (acetonitrile). Product: O[C@@H]1COC2=CC=CC=C2[C@H]1N1CCC(CC1)NC(OC(C)(C)C)=O (tert-Butyl trans-[1-(3-hydroxy-3,4-dihydro-2H-chromen-4-yl)piperidin-4-yl]-carbamate). Reaction SMILES: [O:1]1[CH:11]2[CH:2]1[CH2:3][O:4][C:5]1[CH:6]=[CH:7][CH:8]=[CH:9][C:10]=12.[NH:12]1[CH2:17][CH2:16][CH:15]([NH:18][C:19](=[O:25])[O:20][C:21]([CH3:24])([CH3:23])[CH3:22])[CH2:14][CH2:13]1>C(#N)C>[OH:1][C@H:2]1[C@H:11]([N:12]2[CH2:13][CH2:14][CH:15]([NH:18][C:19](=[O:25])[O:20][C:21]([CH3:23])([CH3:22])[CH3:24])[CH2:16][CH2:17]2)[C:10]2[C:5](=[CH:6][CH:7]=[CH:8][CH:9]=2)[O:4][CH2:3]1. Procedure: To 3 g of the compound obtained in Step B of Example 4, dissolved in 45 ml of acetonitrile, there are added 4 g of tert-butyl piperidin-4-ylcarbamate (20.2 mmol). The mixture is then heated at reflux for 12 hours and subsequently evaporated to dryness. A yellow oil is obtained which is purified by flash chromatography on silica (eluant: dichloromethane/ethanol 95/5) to yield the expected product in the form of a pale-yellow meringue. Reactants: NC1=CC=C(C=C1)O (4-Aminophenol), ClC1=CC(=NC=C1)C(=O)N1CCCC1 ((4-Chloro-pyridin-2-yl)-pyrrolidin-1-yl-methanone), C(=O)([O-])[O-].[K+].[K+] (K2CO3), potassium tert-butylate. The solvent is CN(C)C=O (DMF). Reaction conditions: time 2 hour. Yields the product NC1=CC=C(OC2=CC(=NC=C2)C(=O)N2CCCC2)C=C1 ([4-(4-Amino-phenoxy)-pyridin-2-yl]pyrrolidin-1-yl-methanone). RXN SMILES: [NH2:1][C:2]1[CH:7]=[CH:6][C:5]([OH:8])=[CH:4][CH:3]=1.Cl[C:10]1[CH:15]=[CH:14][N:13]=[C:12]([C:16]([N:18]2[CH2:22][CH2:21][CH2:20][CH2:19]2)=[O:17])[CH:11]=1.C([O-])([O-])=O.[K+].[K+]>CN(C=O)C>[NH2:1][C:2]1[CH:7]=[CH:6][C:5]([O:8][C:10]2[CH:15]=[CH:14][N:13]=[C:12]([C:16]([N:18]3[CH2:22][CH2:21][CH2:20][CH2:19]3)=[O:17])[CH:11]=2)=[CH:4][CH:3]=1 |f:2.3.4|. Procedure details: 4-Aminophenol (122 mg, 1.12 mmol) is dissolved in DMF (3 ml) and treated with potassium-tert-butylate (131 mg, 1.16 mmol) at rt. The reaction mixture is stirred for 2 h to give a brown suspension. (4-Chloro-pyridin-2-yl)-pyrrolidin-1-yl-methanone (Stage 101.1; 236 mg, 1.12 mmol) and K2CO3 (82 mg, 0.59 mmol) are added. The reaction mixture is then stirred for 12 h at 80° C. It Is allowed to cool to rt again and the solvent is removed in vacuo. The residual brown oil is taken up in ethyl acetate a...